Dataset: the Open Reaction Database (ORD), a public repository of structured organic reaction records. Task: describe an organic reaction: reactants, conditions, products, and yield Starting materials: OC=1C=CC=C2C=CC(=NC12)C (8-hydroxy-2-methylquinoline), [H-].[Na+] (sodium hydride), CN(C=O)C (N,N-dimethylformamide), ClC1=C(C(=CC=C1N(C(CN1C(C=2C(C1=O)=CC=CC2)=O)=O)C)Cl)OS(=O)(=O)C (2,6-dichloro-1-methylsulfonyloxy-3-[N-methyl-N-(phthalimidoacetyl)amino]benzene), CN(C=O)C (N,N-dimethylformamide), O (Water). Run at time 40 minute. The product is ClC1=C(COC=2C=CC=C3C=CC(=NC23)C)C(=CC=C1N(C(CN1C(C=2C(C1=O)=CC=CC2)=O)=O)C)Cl (8-[2,6-dichloro-3-[N-methyl-N-(phthalimidoacetyl)amino]benzyloxy]-2-methylquinoline). Reaction SMILES: [OH:1][C:2]1[CH:3]=[CH:4][CH:5]=[C:6]2[C:11]=1[N:10]=[C:9]([CH3:12])[CH:8]=[CH:7]2.[H-].[Na+].[Cl:15][C:16]1[C:21]([N:22]([CH3:37])[C:23](=[O:36])[CH2:24][N:25]2[C:29](=[O:30])[C:28]3=[CH:31][CH:32]=[CH:33][CH:34]=[C:27]3[C:26]2=[O:35])=[CH:20][CH:19]=[C:18]([Cl:38])[C:17]=1OS(C)(=O)=O.O.[CH3:45]N(C)C=O>>[Cl:15][C:16]1[C:21]([N:22]([CH3:37])[C:23](=[O:36])[CH2:24][N:25]2[C:29](=[O:30])[C:28]3=[CH:31][CH:32]=[CH:33][CH:34]=[C:27]3[C:26]2=[O:35])=[CH:20][CH:19]=[C:18]([Cl:38])[C:17]=1[CH2:45][O:1][C:2]1[CH:3]=[CH:4][CH:5]=[C:6]2[C:11]=1[N:10]=[C:9]([CH3:12])[CH:8]=[CH:7]2 |f:1.2|. Procedure details: To a solution of 8-hydroxy-2-methylquinoline (17.8 g) in N,N-dimethylformamide (89 ml) was added sodium hydride (40% in oil, 4.48 g) under ice-bath cooling, and the mixture was stirred for 40 minutes at ambient temperature. A solution of 2,6-dichloro-1-methylsulfonyloxy-3-[N-methyl-N-(phthalimidoacetyl)amino]benzene (56.1 g) in N,N-dimethylformamide (200 ml) was added thereto under ice-bath cooling, and the mixture was stirred for 70 minutes at ambient temperature. Water (290 ml) was dropwise ad... Reactants: Cc1cc(C)c2c(c1)SCCC2=O, Cl, [K], Cc1cc(C)c2c(=O)c(N)c(Cl)sc2c1. The product is Cc1cc(C)c2c(=O)c(N)csc2c1. Reaction SMILES: [CH3:1][c:2]1[c:3]2[c:9]([cH:10][c:11]([CH3:12])[cH:13]1)[S:8][CH2:7][CH2:6][C:4]2=[O:5].[ClH:15].[K:14].[NH2:16][c:17]1[c:18]([Cl:30])[s:19][c:20]2[c:21]([c:22]1=[O:23])[c:24]([CH3:29])[cH:25][c:26]([CH3:28])[cH:27]2>>[NH2:16][c:17]1[cH:18][s:19][c:20]2[c:21]([c:22]1=[O:23])[c:24]([CH3:29])[cH:25][c:26]([CH3:28])[cH:27]2. Reactants: C1(CC1)C1=CC=C2C(=C(NC2=C1)C1=CC=CC=C1)CC1=CC=CC(=N1)C(=O)N (6-(6-cyclopropyl-2-phenyl-1H-indol-3-ylmethyl)pyridine-2-carboxamide), P(=O)(Cl)(Cl)Cl (phosphoryl chloride), C(O)([O-])=O.[Na+] (sodium hydrogen carbonate). Run in CN(C=O)C (N,N-dimethylformamide). Reaction conditions: time 50 minute. Yields the product C1(CC1)C1=CC=C2C(=C(NC2=C1)C1=CC=CC=C1)CC1=CC=CC(=N1)C#N (6-(6-Cyclopropyl-2-phenyl-1H-indol-3-ylmethyl)pyridine-2-carbonitrile). The yield is 72.5%. As a reaction SMILES: [CH:1]1([C:4]2[CH:12]=[C:11]3[C:7]([C:8]([CH2:19][C:20]4[N:25]=[C:24]([C:26]([NH2:28])=O)[CH:23]=[CH:22][CH:21]=4)=[C:9]([C:13]4[CH:18]=[CH:17][CH:16]=[CH:15][CH:14]=4)[NH:10]3)=[CH:6][CH:5]=2)[CH2:3][CH2:2]1.P(Cl)(Cl)(Cl)=O.C(=O)([O-])O.[Na+]>CN(C)C=O>[CH:1]1([C:4]2[CH:12]=[C:11]3[C:7]([C:8]([CH2:19][C:20]4[N:25]=[C:24]([C:26]#[N:28])[CH:23]=[CH:22][CH:21]=4)=[C:9]([C:13]4[CH:18]=[CH:17][CH:16]=[CH:15][CH:14]=4)[NH:10]3)=[CH:6][CH:5]=2)[CH2:2][CH2:3]1 |f:2.3|. Procedure details: To a solution of 6-(6-cyclopropyl-2-phenyl-1H-indol-3-ylmethyl)pyridine-2-carboxamide (137 mg) in N,N-dimethylformamide (1.5 mL) was added dropwise phosphoryl chloride (0.051 mL) under ice-cooling. This mixture was stirred for 50 minutes under ice-cooling. To the reaction mixture was added a saturated aqueous sodium hydrogen carbonate solution, followed by extraction with ethyl acetate. The organic layer was washed with saturated brine, dried over anhydrous sodium sulfate, and then concentrated ...